Dataset: the Open Reaction Database (ORD), a public repository of structured organic reaction records. Task: describe an organic reaction: reactants, conditions, products, and yield The reactants are Cc1cc(C#Cc2ccc(C(C)C(=O)[O-])cc2)ccc1C1(OC(C)C)CC1, CCO, [Na+], C1CCOC1, [OH-]. Yields the product Cc1cc(C#Cc2ccc(CC(=O)O)cc2)ccc1C1(OC(C)C)CC1. Reaction SMILES: [CH3:1][CH:2]([C:3](=[O:4])[O-:5])[c:6]1[cH:7][cH:8][c:9]([C:12]#[C:13][c:14]2[cH:15][c:16]([CH3:27])[c:17]([C:20]3([O:23][CH:24]([CH3:25])[CH3:26])[CH2:21][CH2:22]3)[cH:18][cH:19]2)[cH:10][cH:11]1.[CH3:30][CH2:31][OH:32].[Na+:29].[O:33]1[CH2:34][CH2:35][CH2:36][CH2:37]1.[OH-:28]>>[CH2:2]([C:3](=[O:4])[OH:5])[c:6]1[cH:7][cH:8][c:9]([C:12]#[C:13][c:14]2[cH:15][c:16]([CH3:27])[c:17]([C:20]3([O:23][CH:24]([CH3:25])[CH3:26])[CH2:21][CH2:22]3)[cH:18][cH:19]2)[cH:10][cH:11]1. Starting materials: O=C(Cl)Oc1ccc(F)cc1, CCN(C(C)C)C(C)C, C1CCOC1, O=C1OC(c2ccccc2)(c2ccccc2)C2CNCCN12. Yields the product O=C(Oc1ccc(F)cc1)N1CCN2C(=O)OC(c3ccccc3)(c3ccccc3)C2C1. As a reaction SMILES: [C:32]([O:33][c:34]1[cH:35][cH:36][c:37]([F:40])[cH:38][cH:39]1)(=[O:41])[Cl:42].[CH:23]([N:24]([CH:25]([CH3:26])[CH3:27])[CH2:28][CH3:29])([CH3:30])[CH3:31].[O:43]1[CH2:44][CH2:45][CH2:46][CH2:47]1.[c:1]1([C:7]2([c:17]3[cH:18][cH:19][cH:20][cH:21][cH:22]3)[O:8][C:9](=[O:16])[N:10]3[CH:11]2[CH2:12][NH:13][CH2:14][CH2:15]3)[cH:2][cH:3][cH:4][cH:5][cH:6]1>>[c:1]1([C:7]2([c:17]3[cH:18][cH:19][cH:20][cH:21][cH:22]3)[O:8][C:9](=[O:16])[N:10]3[CH:11]2[CH2:12][N:13]([C:32]([O:33][c:34]2[cH:35][cH:36][c:37]([F:40])[cH:38][cH:39]2)=[O:41])[CH2:14][CH2:15]3)[cH:2][cH:3][cH:4][cH:5][cH:6]1.